From a dataset of the Open Reaction Database (ORD), a public repository of structured organic reaction records. describe an organic reaction: reactants, conditions, products, and yield The reactants are CN1CCNCC1 (N-Methylpiperazine), FC(C(=O)N1CCC2=CC(=CC=C12)S(=O)(=O)Cl)(F)F (1-(trifluoroacetyl)indoline-5-sulfonyl chloride), [OH-].[Na+] (NaOH). Solvent: O1CCOCC1 (1,4-dioxane), CO (methanol), ClCCl (dichloromethane). Run at time 45 minute. Product: CN1CCN(CC1)S(=O)(=O)C=1C=C2CCNC2=CC1 (5-[(4-methylpiperazin-1-yl)sulfonyl]indoline). As a reaction SMILES: [CH3:1][N:2]1[CH2:7][CH2:6][NH:5][CH2:4][CH2:3]1.FC(F)(F)C([N:12]1[C:20]2[C:15](=[CH:16][C:17]([S:21](Cl)(=[O:23])=[O:22])=[CH:18][CH:19]=2)[CH2:14][CH2:13]1)=O.[OH-].[Na+]>ClCCl.O1CCOCC1.CO>[CH3:1][N:2]1[CH2:7][CH2:6][N:5]([S:21]([C:17]2[CH:16]=[C:15]3[C:20](=[CH:19][CH:18]=2)[NH:12][CH2:13][CH2:14]3)(=[O:22])=[O:23])[CH2:4][CH2:3]1 |f:2.3|. Reported procedure: N-Methylpiperazine (4.41 mL, 39.7 mmol, 2.00 equiv) was added to a solution of 1-(trifluoroacetyl)indoline-5-sulfonyl chloride (1-6, 6.23 g, 19.9 mmol, 1 equiv) in dichloromethane (50 mL) at 23° C., and the resulting mixture was stirred for 45 minutes. The brown-colored reaction mixture was concentrated and the residue dried in vacuo to give a tan solid. A suspension of the solid in a mixture of 1,4-dioxane (130 mL) and methanol (35 mL) was then treated with aqueous 1N NaOH solution (81.6 mL, 81... Reactants: C(C1=CC=CC=C1)OCC=1N(C(=C(N1)C(C)C)SC1=CC(=CC(=C1)Cl)Cl)CC(C)=O (2-benzyloxymethyl-5-(3,5-dichlorophenylthio)-4-isopropyl-1-acetylmethyl-1H-imidazole), C[Mg]Br (methylmagnesium bromide), [Cl-].[NH4+] (ammonium chloride). The solvent is O1CCCC1 (tetrahydrofuran). Yields the product C(C1=CC=CC=C1)OCC=1N(C(=C(N1)C(C)C)SC1=CC(=CC(=C1)Cl)Cl)CC(C)(C)O (2-benzyloxymethyl-5-(3,5-dichlorophenylthio)-1-(2-hydroxy-2-methylpropyl)-4-isopropyl-1H-imidazole). Isolated yield 73.0%. As a reaction SMILES: [CH2:1]([O:8][CH2:9][C:10]1[N:11]([CH2:27][C:28](=[O:30])[CH3:29])[C:12]([S:18][C:19]2[CH:24]=[C:23]([Cl:25])[CH:22]=[C:21]([Cl:26])[CH:20]=2)=[C:13]([CH:15]([CH3:17])[CH3:16])[N:14]=1)[C:2]1[CH:7]=[CH:6][CH:5]=[CH:4][CH:3]=1.[CH3:31][Mg]Br.[Cl-].[NH4+]>O1CCCC1>[CH2:1]([O:8][CH2:9][C:10]1[N:11]([CH2:27][C:28]([OH:30])([CH3:31])[CH3:29])[C:12]([S:18][C:19]2[CH:24]=[C:23]([Cl:25])[CH:22]=[C:21]([Cl:26])[CH:20]=2)=[C:13]([CH:15]([CH3:17])[CH3:16])[N:14]=1)[C:2]1[CH:3]=[CH:4][CH:5]=[CH:6][CH:7]=1 |f:2.3|. Procedure: In 5 ml of tetrahydrofuran was dissolved 464 mg (1 mmol) of the ketone (139), followed by addition dropwise of 134 mg (1.1 mmol) of methylmagnesium bromide (tetrahydrofuran;2 ml) under ice-cooling and stirring, and the mixture was stirred at room temperature for 30 minutes. To the reaction mixture was added an aqueous solution of ammonium chloride, the mixture was distilled off under reduced pressure, and the residue was extracted with ethyl acetate. The extract was washed with water, dried and ... Reactants: COC(=O)C(=NO)c1ccccc1Oc1ccc(C)cc1, COS(=O)(=O)OC, Cl, [H-], [Na+], C1CCOC1, O. The product is CON=C(C(=O)OC)c1ccccc1Oc1ccc(C)cc1. As a reaction SMILES: [CH3:1][O:2][C:3]([C:4](=[N:5][OH:6])[c:7]1[c:8]([O:13][c:14]2[cH:15][cH:16][c:17]([CH3:20])[cH:18][cH:19]2)[cH:9][cH:10][cH:11][cH:12]1)=[O:21].[CH3:24][O:25][S:26]([O:27][CH3:28])(=[O:29])=[O:30].[ClH:31].[H-:22].[Na+:23].[O:32]1[CH2:33][CH2:34][CH2:35][CH2:36]1.[OH2:37]>>[CH3:1][O:2][C:3]([C:4](=[N:5][O:6][CH3:24])[c:7]1[c:8]([O:13][c:14]2[cH:15][cH:16][c:17]([CH3:20])[cH:18][cH:19]2)[cH:9][cH:10][cH:11][cH:12]1)=[O:21].